This data is from the Open Reaction Database (ORD), a public repository of structured organic reaction records. The task is: describe an organic reaction: reactants, conditions, products, and yield Reactants: [BH4-].[Na+] (NaBH4), C(#N)C1=CC(=C(C(=O)OC)C=C1)C (methyl 4-cyano-2-methylbenzoate), C1CCOC1 (THF), [Cl-].[Cl-].[Ca+2] (CaCl2). Run in O (Water), C(C)O (ethanol). Run at time 8 hour. Product: OCC1=C(C=C(C#N)C=C1)C (4-(hydroxymethyl)-3-methylbenzonitrile). Yield: 61.9%. RXN SMILES: [C:1]([C:3]1[CH:12]=[CH:11][C:6]([C:7](OC)=[O:8])=[C:5]([CH3:13])[CH:4]=1)#[N:2].C1COCC1.[Cl-].[Cl-].[Ca+2].[BH4-].[Na+]>O.C(O)C>[OH:8][CH2:7][C:6]1[CH:11]=[CH:12][C:3]([C:1]#[N:2])=[CH:4][C:5]=1[CH3:13] |f:2.3.4,5.6|. Procedure details: Charge methyl 4-cyano-2-methylbenzoate (627 mg, 3.57 mmol), THF (12 mL) and ethanol (12 mL) to a flask, followed by CaCl2 (418 mg, 3.57 mmol) and NaBH4 (265 mg, 7.16 mmol). The mixture was then stirred at room temperature overnight. Water was added, and the mixture was extracted with ethyl acetate. The organic extract was concentrated and purified by flash column chromatograph to give 325 mg of the title compound (62%). 1H NMR (300 MHz, CDCl3): δ 1.83 (1H, t, J=5.4 Hz), 2.33 (3H, s), 4.75 (2H, d... Starting materials: O[C@H]1C[C@H]2N(C(N(C2)C2=CC=C(C=C2)OCC(F)(F)F)=O)C1 ((6S,7aR)-6-Hydroxy-2-[4-(2,2,2-trifluoro-ethoxy)-phenyl]-hexahydro-pyrrolo[1,2-c]imidazol-3-one), [H-].[Na+] (NaH), BrCCC(C)C (1-Bromo-3-methyl-butane). Solvent: C1CCOC1 (THF). Run at time 30 minute. The product is CC(CCO[C@H]1C[C@H]2N(C(N(C2)C2=CC=C(C=C2)OCC(F)(F)F)=O)C1)C ((6S,7aR)-6-(3-Methyl-butoxy)-2-[4-(2,2,2-trifluoro-ethoxy)-phenyl]-hexahydro-pyrrolo[1,2-c]imidazol-3-one). Isolated yield 49.1%. RXN SMILES: [OH:1][C@@H:2]1[CH2:22][N:5]2[C:6](=[O:21])[N:7]([C:9]3[CH:14]=[CH:13][C:12]([O:15][CH2:16][C:17]([F:20])([F:19])[F:18])=[CH:11][CH:10]=3)[CH2:8][C@H:4]2[CH2:3]1.[H-].[Na+].Br[CH2:26][CH2:27][CH:28]([CH3:30])[CH3:29]>C1COCC1>[CH3:29][CH:28]([CH3:30])[CH2:27][CH2:26][O:1][C@@H:2]1[CH2:22][N:5]2[C:6](=[O:21])[N:7]([C:9]3[CH:10]=[CH:11][C:12]([O:15][CH2:16][C:17]([F:20])([F:18])[F:19])=[CH:13][CH:14]=3)[CH2:8][C@H:4]2[CH2:3]1 |f:1.2|. Procedure: To a solution of (6S,7aR)-6-Hydroxy-2-[4-(2,2,2-trifluoro-ethoxy)-phenyl]-hexahydro-pyrrolo[1,2-c]imidazol-3-one (100 mg, 0.316 mmol) in THF (3 mL) was added NaH (60% dispersion, 18.96 mg, 0.474 mmol) at room temperature and stirred for 30 min and then added 1-Bromo-3-methyl-butane (57.3 mg, 0.379 mmol) and left stirring for 12 h. The reaction mixture was quenched with NH4Cl aq., DCM was added. The organic layer was separated, washed with water and brine, dried over Na2SO4 and concentrated. The ... Reactants: C[C@H](COC1=CC=C(C=C1)C1=CC=C(C=C1)C(=O)O)CC ((S)-(+)-4'-(2-Methylbutyloxy)-4-biphenylcarboxylic acid), S(O)(O)(=O)=O (sulphuric acid), [N+](=O)(O)[O-] (nitric acid). The solvent is C(C)(=O)O (acetic acid). The product is C[C@H](COC1=C(C=C(C=C1)C1=CC=C(C=C1)C(=O)O)[N+](=O)[O-])CC ((S)-(+)-4-(2-Methylbutyloxy)-3-nitro-4'-biphenylcarboxylic acid). RXN SMILES: [CH3:1][C@@H:2]([CH2:20][CH3:21])[CH2:3][O:4][C:5]1[CH:10]=[CH:9][C:8]([C:11]2[CH:16]=[CH:15][C:14]([C:17]([OH:19])=[O:18])=[CH:13][CH:12]=2)=[CH:7][CH:6]=1.S(=O)(=O)(O)O.[N+:27]([O-])([OH:29])=[O:28]>C(O)(=O)C>[CH3:1][C@@H:2]([CH2:20][CH3:21])[CH2:3][O:4][C:5]1[CH:6]=[CH:7][C:8]([C:11]2[CH:16]=[CH:15][C:14]([C:17]([OH:19])=[O:18])=[CH:13][CH:12]=2)=[CH:9][C:10]=1[N+:27]([O-:29])=[O:28]. Procedure: Quantities: compound 26 (3.00 g, 0.01 mol), concentrated sulphuric acid (18 ml), concentrated nitric acid (9 ml), glacial acetic acid (40 ml).